From a dataset of the Open Reaction Database (ORD), a public repository of structured organic reaction records. describe an organic reaction: reactants, conditions, products, and yield Reaction SMILES: [Br:1][CH2:2][C:3](=[O:4])[c:5]1[cH:6][cH:7][cH:8][cH:9][cH:10]1.[CH2:28]1[O:29][CH2:30][CH2:31][CH2:32]1.[CH3:11][O:12][C:13](=[O:14])[CH2:15][C:16]#[N:17].[CH:18]([N:19]([CH2:20][CH3:21])[CH:22]([CH3:23])[CH3:24])([CH3:25])[CH3:26].[ClH:27]>>[CH2:2]([C:3](=[O:4])[c:5]1[cH:6][cH:7][cH:8][cH:9][cH:10]1)[CH:15]([C:13]([O:12][CH3:11])=[O:14])[C:16]#[N:17]. Product: COC(=O)C(C#N)CC(=O)c1ccccc1. Reactants: O=C(CBr)c1ccccc1, C1CCOC1, COC(=O)CC#N, CCN(C(C)C)C(C)C, Cl. The reactants are C([O-])(O)=O.[Na+] (sodium bicarbonate), Cl.CN(CCCN=C=NCC)C (1-(3-dimethylaminopropyl)-3-ethylcarbodiimide hydrochloride), Cl (hydrochloric acid), S1C(=CC=C1)C(C(=O)O)C(=O)O (thien-2-ylmalonic acid), NC1[C@@H]2N(C(=C(CS2)CSC2=NN=NN2C)C(=O)O)C1=O (7-amino-3-(1-methyl-1H-tetrazol-5-ylthio)methylceph-3-em-4-carboxylic acid), C([O-])(O)=O.[Na+] (sodium bicarbonate). The solvent is O (water). RXN SMILES: [S:1]1[CH:5]=[CH:4][CH:3]=[C:2]1[CH:6]([C:10]([OH:12])=[O:11])[C:7]([OH:9])=[O:8].C(=O)(O)[O-].[Na+:17].[NH2:18][CH:19]1[C:37](=[O:38])[N:21]2[C:22]([C:34]([OH:36])=[O:35])=[C:23]([CH2:26][S:27][C:28]3[N:32]([CH3:33])[N:31]=[N:30][N:29]=3)[CH2:24][S:25][C@H:20]12.Cl.CN(C)CCCN=C=NCC.Cl>O>[Na+:17].[Na+:17].[C:10]([CH:6]([C:2]1[S:1][CH:5]=[CH:4][CH:3]=1)[C:7]([NH:18][CH:19]1[C:37](=[O:38])[N:21]2[C:22]([C:34]([O-:36])=[O:35])=[C:23]([CH2:26][S:27][C:28]3[N:32]([CH3:33])[N:31]=[N:30][N:29]=3)[CH2:24][S:25][C@H:20]12)=[O:9])([OH:12])=[O:11].[C:7]([CH:6]([C:2]1[S:1][CH:5]=[CH:4][CH:3]=1)[C:10]([NH:18][CH:19]1[C:37](=[O:38])[N:21]2[C:22]([C:34]([O-:36])=[O:35])=[C:23]([CH2:26][S:27][C:28]3[N:32]([CH3:33])[N:31]=[N:30][N:29]=3)[CH2:24][S:25][C@H:20]12)=[O:11])([OH:9])=[O:8] |f:1.2,4.5,8.9.10.11|. Product: [Na+].[Na+].C(=O)(O)C(C(=O)NC1[C@@H]2N(C(=C(CS2)CSC2=NN=NN2C)C(=O)[O-])C1=O)C=1SC=CC1.C(=O)(O)C(C(=O)NC1[C@@H]2N(C(=C(CS2)CSC2=NN=NN2C)C(=O)[O-])C1=O)C=1SC=CC1 (7-(α-Carboxythien-2-ylacetamido)-3-(1-methyl-1H-tetrazol-5-ylthio)methylceph-3-em-4-carboxylic acid disodium salt). Reported procedure: A suspension of thien-2-ylmalonic acid (0.93 g., 0.005 M) in water (25 ml.) was adjusted to pH 6.0 with saturated sodium bicarbonate solution, 7-amino-3-(1-methyl-1H-tetrazol-5-ylthio)methylceph-3-em-4-carboxylic acid was added, the solution again adjusted to 6.0, cooled to 0° and 1-(3-dimethylaminopropyl)-3-ethylcarbodiimide hydrochloride (1.01 g., 0.005 M) added. The mixture was maintained at pH 5.8-6.0 with 6 N hydrochloric acid for two hours at room temperature then saturated sodium bicarbon... Product: N#Cc1ccc(Cl)c(S(=O)(=O)Cl)c1. Starting materials: COc1cc(S(=O)(=O)Cl)ccc1F, N#Cc1ccc(Cl)c(N)c1. As a reaction SMILES: [F:1][c:2]1[cH:3][cH:4][c:5]([S:8](=[O:9])(=[O:10])[Cl:11])[cH:6][c:7]1[O:12][CH3:13].[NH2:14][c:15]1[cH:16][c:17]([C:18]#[N:19])[cH:20][cH:21][c:22]1[Cl:23]>>[S:8](=[O:9])(=[O:10])([Cl:11])[c:15]1[cH:16][c:17]([C:18]#[N:19])[cH:20][cH:21][c:22]1[Cl:23].